describe an organic reaction: reactants, conditions, products, and yield From a dataset of the Open Reaction Database (ORD), a public repository of structured organic reaction records. Starting materials: ice water, OC=1C=CC2=C(C(OC(N2)=O)(C)C)C1 (6-hydroxy-4,4-dimethyl-4H-3,1-benzoxazin-2-one), ClC=1C=C(C=CC1Cl)S(=O)CCCCBr (4-(3,4-dichlorophenyl-sulfinyl)-butylbromide), C([O-])([O-])=O.[K+].[K+] (potassium carbonate). Solvent: CS(=O)C (dimethylsulfoxide). Run at temperature 40 celsius, time 3 hour. Yields the product ClC=1C=C(C=CC1Cl)S(=O)CCCCOC=1C=CC2=C(C(OC(N2)=O)(C)C)C1 (6-[4-(3,4-Dichloro-phenylsulfinyl)-butoxy]-4,4-dimethyl-4H-3,1-benzoxazin-2-one). RXN SMILES: [OH:1][C:2]1[CH:3]=[CH:4][C:5]2[NH:10][C:9](=[O:11])[O:8][C:7]([CH3:13])([CH3:12])[C:6]=2[CH:14]=1.[Cl:15][C:16]1[CH:17]=[C:18]([S:23]([CH2:25][CH2:26][CH2:27][CH2:28]Br)=[O:24])[CH:19]=[CH:20][C:21]=1[Cl:22].C(=O)([O-])[O-].[K+].[K+]>CS(C)=O>[Cl:15][C:16]1[CH:17]=[C:18]([S:23]([CH2:25][CH2:26][CH2:27][CH2:28][O:1][C:2]2[CH:3]=[CH:4][C:5]3[NH:10][C:9](=[O:11])[O:8][C:7]([CH3:12])([CH3:13])[C:6]=3[CH:14]=2)=[O:24])[CH:19]=[CH:20][C:21]=1[Cl:22] |f:2.3.4|. Procedure details: A solution of 1.9 gm (0.01 mol) of 6-hydroxy-4,4-dimethyl-4H-3,1-benzoxazin-2-one and 4.1 gm (0.0125 mol) of 4-(3,4-dichlorophenyl-sulfinyl)-butylbromide (m.p.: 63°-64° C.) in 40 ml of dimethylsulfoxide is mixed with 3.5 gm (0.025 mol) of potassium carbonate, and the mixture is stirred for three hours at 40° C. After cooling, copious amounts of ice water are added, and the mixture is extracted with chloroform. The extract is washed with water and dried with sodium sulfate, and the chloroform is ... Reactants: ClC=1C=C(C(=O)Cl)C=CC1Cl (3,4-dichlorobenzoyl chloride), C(C=C)(=O)OCC (ethyl acrylate), C(CCCCCCC)N(CCCCCCCC)CCCCCCCC (tri-n-octylamine). Reagents/catalysts: C/C(=C/C(=O)C)/[O-].C/C(=C/C(=O)C)/[O-].[Pd+2] (bis-(acetylacetonato)palladium(II)). Run in C(C(=O)OCC)(=O)OCC (diethyl oxalate). Product: ClC=1C=C(C=CC(=O)OCC)C=CC1Cl (ethyl 3,4-dichlorocinnamate). Isolated yield 11.4%. RXN SMILES: [Cl:1][C:2]1[CH:3]=[C:4]([CH:8]=[CH:9][C:10]=1[Cl:11])[C:5](Cl)=O.[C:12]([O:16][CH2:17][CH3:18])(=[O:15])[CH:13]=C.C(N(CCCCCCCC)CCCCCCCC)CCCCCCC>C(OCC)(=O)C(OCC)=O.C/C(/[O-])=C/C(C)=O.C/C(/[O-])=C/C(C)=O.[Pd+2]>[Cl:1][C:2]1[CH:3]=[C:4]([CH:8]=[CH:9][C:10]=1[Cl:11])[CH:5]=[CH:13][C:12]([O:16][CH2:17][CH3:18])=[O:15] |f:4.5.6|. Procedure details: 0.152 g (0.5 millimol) of bis-(acetylacetonato)palladium(II), 10.53 g (50 millimols) of 3,4-dichlorobenzoyl chloride, 7.5 g (75 millimols) of ethyl acrylate and 17.65 g (50 millimols) of tri-n-octylamine in 100 ml of diethyl oxalate are stirred for 2.5 hours at 120° C. The crude product is distilled in vacuo and then recrystallised from methanol. 1.4 g (11% of theory) of ethyl 3,4-dichlorocinnamate are obtained; melting point 56.0° C. The reactants are CO, [K+], [OH-], Cc1ccc(S(=O)(=O)n2ccc3c(Nc4ccc5cn[nH]c5c4)nc(Nc4ccc(N5CCC(O)CC5)cc4)nc32)cc1. The product is OC1CCN(c2ccc(Nc3nc(Nc4ccc5cn[nH]c5c4)c4cc[nH]c4n3)cc2)CC1. RXN SMILES: [CH3:46][OH:47].[K+:45].[OH-:44].[nH:1]1[n:2][cH:3][c:4]2[cH:5][cH:6][c:7]([NH:10][c:11]3[c:12]4[c:13]([n:14][c:15]([NH:17][c:18]5[cH:19][cH:20][c:21]([N:24]6[CH2:25][CH2:26][CH:27]([OH:30])[CH2:28][CH2:29]6)[cH:22][cH:23]5)[n:16]3)[n:31]([S:34]([c:35]3[cH:36][cH:37][c:38]([CH3:39])[cH:40][cH:41]3)(=[O:42])=[O:43])[cH:32][cH:33]4)[cH:8][c:9]12>>[nH:1]1[n:2][cH:3][c:4]2[cH:5][cH:6][c:7]([NH:10][c:11]3[c:12]4[c:13]([n:14][c:15]([NH:17][c:18]5[cH:19][cH:20][c:21]([N:24]6[CH2:25][CH2:26][CH:27]([OH:30])[CH2:28][CH2:29]6)[cH:22][cH:23]5)[n:16]3)[nH:31][cH:32][cH:33]4)[cH:8][c:9]12. Reactants: C[Si](C)(C)Oc1cccc2ccccc12 (substrate), Cc1ccc([Mg]Br)cc1 (effective_coupling_partner). Reagents/catalysts: CC(C)P(C(C)C)C(Nc1ccccc1n3nc(c2ccccc2)cc3c4ccccc4)c5ccccc5. Reaction conditions: temperature 25 celsius, time 24 hour. Yields the product Cc3ccc(c1cccc2ccccc12)cc3. Yields the product C(#N)C1CC2CCC(C1)N2CC(F)(F)F (3-cyano-8-(2,2,2-trifluoroethyl)-8-azabicyclo[3.2.1]octane). The reactants are P(=O)(O)(O)[O-].[K+] (potassium dihydrogen phosphate), C(#N)C1=CC2CCC(C1)N2CC(F)(F)F (3-Cyano-8-(2,2,2-trifluoroethyl)-8-azabicyclo[3.2.1]oct-2-ene), [Mg] (Magnesium), C[O-].[Mg+2].C[O-] (magnesium methoxide). Reported procedure: An oven-dried 50 ml round bottom flask was fitted with a reflux condenser and magnetic stirrer and the apparatus filled with a nitrogen atmosphere. 3-Cyano-8-(2,2,2-trifluoroethyl)-8-azabicyclo[3.2.1]oct-2-ene (0.26 g, 1 mmol) was charged to the reactor followed by methanol (10 ml). Magnesium turnings (1.0 g, 40 mmol) were added in a single portion and after an induction period of 0.25 hours, a vigorous reaction occurred which was moderated by cooling with an ice bath. The mixture was stirred at... As a reaction SMILES: [C:1]([C:3]1[CH2:9][CH:8]2[N:10]([CH2:11][C:12]([F:15])([F:14])[F:13])[CH:5]([CH2:6][CH2:7]2)[CH:4]=1)#[N:2].[Mg].C[O-].[Mg+2].C[O-].P([O-])(O)(O)=O.[K+]>O.CO>[C:1]([CH:3]1[CH2:4][CH:5]2[N:10]([CH2:11][C:12]([F:15])([F:14])[F:13])[CH:8]([CH2:7][CH2:6]2)[CH2:9]1)#[N:2] |f:2.3.4,5.6|. Isolated yield 275.0%. Conditions: temperature 0 celsius, time 1 hour. Solvent: O (water), CO (methanol). Reactants: O=C(Cl)C(=O)Cl, CS(=O)(=O)N1CC(SC(c2ccccc2)(c2ccccc2)c2ccccc2)CC1C(=O)O, C[Si](C)(C)C=[N+]=[N-], CCCCCC, ClCCl, CN(C)C=O. Product: CS(=O)(=O)N1CC(SC(c2ccccc2)(c2ccccc2)c2ccccc2)CC1C(=O)C=[N+]=[N-]. RXN SMILES: [C:38]([Cl:39])(=[O:40])[C:41]([Cl:42])=[O:43].[CH3:1][S:2](=[O:3])(=[O:4])[N:5]1[CH:6]([C:30](=[O:31])[OH:32])[CH2:7][CH:8]([S:10][C:11]([c:12]2[cH:13][cH:14][cH:15][cH:16][cH:17]2)([c:18]2[cH:19][cH:20][cH:21][cH:22][cH:23]2)[c:24]2[cH:25][cH:26][cH:27][cH:28][cH:29]2)[CH2:9]1.[CH3:44][Si:45]([CH3:46])([CH3:47])[CH:48]=[N+:49]=[N-:50].[CH3:54][CH2:55][CH2:56][CH2:57][CH2:58][CH3:59].[Cl:51][CH2:52][Cl:53].[O:33]=[CH:34][N:35]([CH3:36])[CH3:37]>>[CH3:1][S:2](=[O:3])(=[O:4])[N:5]1[CH:6]([C:30](=[O:31])[CH:48]=[N+:49]=[N-:50])[CH2:7][CH:8]([S:10][C:11]([c:12]2[cH:13][cH:14][cH:15][cH:16][cH:17]2)([c:18]2[cH:19][cH:20][cH:21][cH:22][cH:23]2)[c:24]2[cH:25][cH:26][cH:27][cH:28][cH:29]2)[CH2:9]1. Starting materials: Cl, O=C(O)Cc1cc(F)cc(F)c1, CC(C)CN1C(=O)C(NC(=O)C(C)N)C(=O)N(CC(C)C)c2ccccc21. The product is CC(C)CN1C(=O)C(NC(=O)C(C)NC(=O)Cc2cc(F)cc(F)c2)C(=O)N(CC(C)C)c2ccccc21. RXN SMILES: [ClH:13].[F:1][c:2]1[cH:3][c:4]([CH2:9][C:10](=[O:11])[OH:12])[cH:5][c:6]([F:8])[cH:7]1.[NH2:14][CH:15]([CH3:16])[C:17](=[O:18])[NH:19][CH:20]1[C:21](=[O:40])[N:22]([CH2:36][CH:37]([CH3:38])[CH3:39])[c:23]2[c:24]([cH:32][cH:33][cH:34][cH:35]2)[N:25]([CH2:28][CH:29]([CH3:30])[CH3:31])[C:26]1=[O:27]>>[F:1][c:2]1[cH:3][c:4]([CH2:9][C:10](=[O:12])[NH:14][CH:15]([CH3:16])[C:17](=[O:18])[NH:19][CH:20]2[C:21](=[O:40])[N:22]([CH2:36][CH:37]([CH3:38])[CH3:39])[c:23]3[c:24]([cH:32][cH:33][cH:34][cH:35]3)[N:25]([CH2:28][CH:29]([CH3:30])[CH3:31])[C:26]2=[O:27])[cH:5][c:6]([F:8])[cH:7]1. Starting materials: O1CCCC1 (tetrahydrofuran), FC(C(C)(C)C1=CC=C(OCC(=O)O)C=C1)(F)F ([4-(2,2,2-trifluoro-1,1-dimethylethyl)phenoxy]acetic acid), [Cl-].ClC1[NH+](CCN1C)C (2-chloro-1,3-dimethylimidazolinium chloride), Cl.NCC1=CC(=C(C=C1)NS(=O)(=O)C)F (N-[4-(aminomethyl)-2-fluorophenyl]methanesulfonamide hydrochloride). Run in C(C)N(CC)CC (triethylamine). Reaction conditions: time 2 hour. Product: FC=1C=C(CNC(COC2=CC=C(C=C2)C(C(F)(F)F)(C)C)=O)C=CC1NS(=O)(=O)C (N-{3-fluoro-4-[(methylsulfonyl)amino]benzyl}-2-[4-(2,2,2-trifluoro-1,1-dimethylethy)phenoxy]acetamide). Yield: 28.3%. RXN SMILES: O1CCCC1.[F:6][C:7]([F:23])([F:22])[C:8]([C:11]1[CH:21]=[CH:20][C:14]([O:15][CH2:16][C:17]([OH:19])=O)=[CH:13][CH:12]=1)([CH3:10])[CH3:9].[Cl-].ClC1N(C)CC[NH+]1C.Cl.[NH2:34][CH2:35][C:36]1[CH:41]=[CH:40][C:39]([NH:42][S:43]([CH3:46])(=[O:45])=[O:44])=[C:38]([F:47])[CH:37]=1>C(N(CC)CC)C>[F:47][C:38]1[CH:37]=[C:36]([CH:41]=[CH:40][C:39]=1[NH:42][S:43]([CH3:46])(=[O:45])=[O:44])[CH2:35][NH:34][C:17](=[O:19])[CH2:16][O:15][C:14]1[CH:13]=[CH:12][C:11]([C:8]([CH3:9])([CH3:10])[C:7]([F:6])([F:23])[F:22])=[CH:21][CH:20]=1 |f:2.3,4.5|. Procedure: To a tetrahydrofuran (THF) (3.0 ml) solution of [4-(2,2,2-trifluoro-1,1-dimethylethyl)phenoxy]acetic acid (157 mg, 0.6 mmol) was added 2-chloro-1,3-dimethylimidazolinium chloride (CDI) (97 mg, 0.6 mmol) at room temperature and the mixture was stirred for 2 hours, followed by additional stirring for 10 hours with triethylamine (0.33 ml) and N-[4-(aminomethyl)-2-fluorophenyl]methanesulfonamide hydrochloride (122 mg, 0.48 mmol). The reaction was partitioned with water and methylene dichloride and t...